Dataset: the Open Reaction Database (ORD), a public repository of structured organic reaction records. Task: describe an organic reaction: reactants, conditions, products, and yield The reactants are CCOC(OCC)c1cc2ncnc(Oc3ccccc3)c2[nH]1, Cl, [Na+], C1CCOC1, [OH-]. The product is O=Cc1cc2ncnc(Oc3ccccc3)c2[nH]1. RXN SMILES: [CH2:1]([O:3][CH:4]([O:2][CH2:21][CH3:22])[c:5]1[cH:6][c:7]2[n:8][cH:9][n:10][c:11]([O:14][c:15]3[cH:16][cH:17][cH:18][cH:19][cH:20]3)[c:12]2[nH:13]1)[CH3:23].[ClH:24].[Na+:26].[O:27]1[CH2:28][CH2:29][CH2:30][CH2:31]1.[OH-:25]>>[O:3]=[CH:4][c:5]1[cH:6][c:7]2[n:8][cH:9][n:10][c:11]([O:14][c:15]3[cH:16][cH:17][cH:18][cH:19][cH:20]3)[c:12]2[nH:13]1. Reactants: CCCC(=O)C1C(=O)CC(CCSc2ccc(C(F)(F)F)cn2)CC1=O, CCON, CCO, Cl, [Na+], [OH-], O. The product is CCCC(NOCC)=C1C(=O)CC(CCSc2ccc(C(F)(F)F)cn2)CC1=O. As a reaction SMILES: [C:1]([CH2:2][CH2:3][CH3:4])(=[O:5])[CH:6]1[C:7](=[O:26])[CH2:8][CH:9]([CH2:13][CH2:14][S:15][c:16]2[n:17][cH:18][c:19]([C:22]([F:23])([F:24])[F:25])[cH:20][cH:21]2)[CH2:10][C:11]1=[O:12].[CH2:28]([CH3:29])[O:30][NH2:31].[CH3:34][CH2:35][OH:36].[ClH:27].[Na+:33].[OH-:32].[OH2:37]>>[C:1]([CH2:2][CH2:3][CH3:4])(=[C:6]1[C:7](=[O:26])[CH2:8][CH:9]([CH2:13][CH2:14][S:15][c:16]2[n:17][cH:18][c:19]([C:22]([F:23])([F:24])[F:25])[cH:20][cH:21]2)[CH2:10][C:11]1=[O:12])[NH:31][O:30][CH2:28][CH3:29]. The reactants are O=C([O-])[O-], CCCc1ncc[nH]1, CN(C)C=O, COc1ccccc1OCCCc1oc(Cl)nc1-c1ccc(Cl)cc1, [K+], [K+], O. Yields the product CCCc1nccn1-c1nc(-c2ccc(Cl)cc2)c(CCCOc2ccccc2OC)o1. As a reaction SMILES: [C:34](=[O:35])([O-:36])[O-:37].[CH2:26]([CH2:27][CH3:28])[c:29]1[nH:30][cH:31][cH:32][n:33]1.[CH3:40][N:41]([CH3:42])[CH:43]=[O:44].[Cl:1][c:2]1[o:3][c:4]([CH2:14][CH2:15][CH2:16][O:17][c:18]2[c:19]([O:24][CH3:25])[cH:20][cH:21][cH:22][cH:23]2)[c:5](-[c:7]2[cH:8][cH:9][c:10]([Cl:13])[cH:11][cH:12]2)[n:6]1.[K+:38].[K+:39].[OH2:45]>>[c:2]1(-[n:30]2[c:29]([CH2:26][CH2:27][CH3:28])[n:33][cH:32][cH:31]2)[o:3][c:4]([CH2:14][CH2:15][CH2:16][O:17][c:18]2[c:19]([O:24][CH3:25])[cH:20][cH:21][cH:22][cH:23]2)[c:5](-[c:7]2[cH:8][cH:9][c:10]([Cl:13])[cH:11][cH:12]2)[n:6]1. Starting materials: [OH-].[Na+] (sodium hydroxide), COC=1C=C(C=CC1OC)C1=C(C(=O)OCC)C=CC(=N1)C1=CC=CC=C1 (ethyl 2-(3,4-dimethoxyphenyl)-6-phenylnicotinate), IV. Solvent: alcohol. Yields the product COC=1C=C(C=CC1OC)C1=C(C(=O)O)C=CC(=N1)C1=CC=CC=C1 (2-(3,4-Dimethoxyphenyl)-6-phenylnicotinic acid). Yield: 75.0%. RXN SMILES: [OH-].[Na+].[CH3:3][O:4][C:5]1[CH:6]=[C:7]([C:13]2[N:23]=[C:22]([C:24]3[CH:29]=[CH:28][CH:27]=[CH:26][CH:25]=3)[CH:21]=[CH:20][C:14]=2[C:15]([O:17]CC)=[O:16])[CH:8]=[CH:9][C:10]=1[O:11][CH3:12]>>[CH3:3][O:4][C:5]1[CH:6]=[C:7]([C:13]2[N:23]=[C:22]([C:24]3[CH:29]=[CH:28][CH:27]=[CH:26][CH:25]=3)[CH:21]=[CH:20][C:14]=2[C:15]([OH:17])=[O:16])[CH:8]=[CH:9][C:10]=1[O:11][CH3:12] |f:0.1|. Procedure: 30% strength sodium hydroxide (2 ml) is added to a solution of ethyl 2-(3,4-dimethoxyphenyl)-6-phenylnicotinate (compound no. 309; 3.6 g; 0.01 mole) in 95% strength alcohol (100 ml). The reaction medium is heated for 2 h to 60°-70° C. The medium is concentrated under reduced pressure and the residue is dissolved in water (100 ml). The medium is acidified with concentrated hydrochloric acid (2 ml): a gum is released. The mixture is extracted with ethyl acetate (100 ml). The solution is washed wit...